Dataset: the Open Reaction Database (ORD), a public repository of structured organic reaction records. Task: describe an organic reaction: reactants, conditions, products, and yield Reaction conditions: temperature -70 celsius, time 1 hour. Solvent: C1CCOC1 (THF), C1CCOC1 (THF). The product is ClC=1C=C(C=CC1)C1=CC(=NC2=CC=C(C=C12)C(O)(C1=NN=C(N1C)S)C1=CC=C(C=C1)Cl)OC (4-(3-chlorophenyl)-α-(4-chlorophenyl)-α-(5-mercapto-4-methyl-4H-1,2,4triazol-3-yl)-2-methoxy-6-quinolinemethanol). Procedure: BuLi (0.233 mol) was added dropwise at −70° C. to a solution of 2,4-dihydro-4-methyl-3H-1,2,4-triazole-3-thione (0.0612 mol) in THF (350 ml) under N2 flow. The mixture was stirred at −70° C. for 1 hour and then brought to 0° C. The mixture was stirred at 0° C. for 45 minutes and then cooled to −70° C. A solution of intermediate (56) (0.0612 mol) in THF (150 ml) was added. The mixture was then brought to 0° C., poured out into water and extracted with EtOAc. The organic layer was separated, dried... Reactants: ClC1=CC=C(C=C1)C(=O)C=1C=C2C(=CC(=NC2=CC1)OC)C1=CC(=CC=C1)Cl ((4-chlorophenyl)[4-(3-chlorophenyl)-2-methoxy-6-quinolinyl]-methanone), O (water), [Li]CCCC (BuLi), CN1C(NN=C1)=S (2,4-dihydro-4-methyl-3H-1,2,4-triazole-3-thione). Isolated yield 34.5%. As a reaction SMILES: [Li]CCCC.[CH3:6][N:7]1[CH:11]=[N:10][NH:9][C:8]1=[S:12].[Cl:13][C:14]1[CH:19]=[CH:18][C:17]([C:20]([C:22]2[CH:23]=[C:24]3[C:29](=[CH:30][CH:31]=2)[N:28]=[C:27]([O:32][CH3:33])[CH:26]=[C:25]3[C:34]2[CH:39]=[CH:38][CH:37]=[C:36]([Cl:40])[CH:35]=2)=[O:21])=[CH:16][CH:15]=1.O>C1COCC1>[Cl:40][C:36]1[CH:35]=[C:34]([C:25]2[C:24]3[C:29](=[CH:30][CH:31]=[C:22]([C:20]([C:17]4[CH:18]=[CH:19][C:14]([Cl:13])=[CH:15][CH:16]=4)([C:11]4[N:7]([CH3:6])[C:8]([SH:12])=[N:9][N:10]=4)[OH:21])[CH:23]=3)[N:28]=[C:27]([O:32][CH3:33])[CH:26]=2)[CH:39]=[CH:38][CH:37]=1. The reactants are COC(CC1NC(C(NC1=O)CC1=CC=CC=C1)=O)=O (5-benzyl-3,6-dioxo-2-piperazine acetic acid methyl ester), [OH-].[Na+] (sodium hydroxide), Cl (hydrochloric acid). The solvent is CO (methanol). Run at time 2 hour. The product is C(C1=CC=CC=C1)C1NC(C(NC1=O)CC(=O)O)=O (5-benzyl-3,6-dioxo-2-piperazine acetic acid). As a reaction SMILES: C[O:2][C:3](=[O:20])[CH2:4][CH:5]1[C:10](=[O:11])[NH:9][CH:8]([CH2:12][C:13]2[CH:18]=[CH:17][CH:16]=[CH:15][CH:14]=2)[C:7](=[O:19])[NH:6]1.[OH-].[Na+].Cl>CO>[CH2:12]([CH:8]1[C:7](=[O:19])[NH:6][CH:5]([CH2:4][C:3]([OH:20])=[O:2])[C:10](=[O:11])[NH:9]1)[C:13]1[CH:14]=[CH:15][CH:16]=[CH:17][CH:18]=1 |f:1.2|. Procedure: In 1,000 l of a 50% aqueous methanol solution was suspended 55 g of the 5-benzyl-3,6-dioxo-2-piperazine acetic acid methyl ester obtained in Example 1, and 42 g of a 20% aqueous sodium hydroxide solution was added to the suspension at room temperature under stirring. Then, the hydrolysis was conducted at room temperature for two hours to form an aqueous solution. Thereafter, conc. hydrochloric acid was added dropwise to the aqueous solution, which had been removed with methanol under reduced pre... Starting materials: C=O (paraformaldehyde), [Cl-].[NH4+] (ammonium chloride), C(C)(C)NC(C)C (diisopropylamine), C(CCC)[Li] (n-butyllithium), C(C)C(C(=O)OC)CCCC (methyl 2-ethylhexanoate). The solvent is C1CCOC1 (THF). Reaction conditions: temperature 0 celsius, time 15 minute. Product: COC(C(CCCC)(CO)CC)=O (methyl-2-ethyl-2-hydroxymethylhexanoate). As a reaction SMILES: C(NC(C)C)(C)C.C([Li])CCC.[CH2:13]([CH:15]([CH2:20][CH2:21][CH2:22][CH3:23])[C:16]([O:18][CH3:19])=[O:17])[CH3:14].[CH2:24]=[O:25].[Cl-].[NH4+]>C1COCC1>[CH3:19][O:18][C:16](=[O:17])[C:15]([CH2:13][CH3:14])([CH2:24][OH:25])[CH2:20][CH2:21][CH2:22][CH3:23] |f:4.5|. Procedure: 5.2 ml (0.037 mol) of diisopropylamine are added dropwise at 0° C. to a solution of 12.9 ml (0.035 mol) of n-butyllithium (2.7 M in heptane) in 17 ml of THF, and the mixture is stirred at 0° C. for 15 min. Within approx. 10 min, 5 g (0.032 mol) of methyl 2-ethylhexanoate are added dropwise at 0° C., and the mixture is stirred at 0° C. for 30 min and subsequently admixed with 2.9 g (0.097 mol) of paraformaldehyde. After stirring at 0° C for 2 hours, a saturated aqueous solution of ammonium chlori... The reactants are CC1=C(C=CC(=C1)C)N1CCN(CC1)C(=O)C1=C(C=C(C=C1)N1S(CC[C@H]1CO)(=O)=O)F ((S)-[4-(2,4-dimethylphenyl)piperazin-1-yl][2-fluoro-4-(3-hydroxymethyl-1,1-dioxo-1λ6-isothiazolidin-2-yl)phenyl]methanone), S(=O)(=O)(OC)C1=CC=C(C)C=C1 (methyl tosylate). The product is CC1=C(C=CC(=C1)C)N1CCN(CC1)C(=O)C1=C(C=C(C=C1)N1S(CC[C@H]1COC)(=O)=O)F ((S)-[4-(2,4-dimethylphenyl)piperazin-1-yl][2-fluoro-4-(3-methoxymethyl-1,1-dioxo-1λ6-isothiazolidin-2-yl)phenyl]methanone). RXN SMILES: [CH3:1][C:2]1[CH:7]=[C:6]([CH3:8])[CH:5]=[CH:4][C:3]=1[N:9]1[CH2:14][CH2:13][N:12]([C:15]([C:17]2[CH:22]=[CH:21][C:20]([N:23]3[C@H:27]([CH2:28][OH:29])[CH2:26][CH2:25][S:24]3(=[O:31])=[O:30])=[CH:19][C:18]=2[F:32])=[O:16])[CH2:11][CH2:10]1.S(C1C=CC(C)=CC=1)(O[CH3:37])(=O)=O>>[CH3:1][C:2]1[CH:7]=[C:6]([CH3:8])[CH:5]=[CH:4][C:3]=1[N:9]1[CH2:10][CH2:11][N:12]([C:15]([C:17]2[CH:22]=[CH:21][C:20]([N:23]3[C@H:27]([CH2:28][O:29][CH3:37])[CH2:26][CH2:25][S:24]3(=[O:30])=[O:31])=[CH:19][C:18]=2[F:32])=[O:16])[CH2:13][CH2:14]1. Procedure details: Using (S)-[4-(2,4-dimethylphenyl)piperazin-1-yl][2-fluoro-4-(3-hydroxymethyl-1,1-dioxo-1λ6-isothiazolidin-2-yl)phenyl]methanone (550 mg) described in Example 39 and methyl tosylate (0.18 mL) and by the reaction and treatment in the same manner as in Example 36, the title compound (48 mg) was obtained. Starting materials: [H-].[Na+] (sodium hydride), NS(=O)(=O)C=1C=C2CC(NC2=CC1)=O (5-aminosulphonyloxindole), CS(=O)C (DMSO), ClC1=NC=NC2=CC(=C(C=C12)OC)OCCCN1CCOCC1 (4-chloro-6-methoxy-7-(3-morpholinopropoxy)quinazoline). The solvent is CN(C)C=O (DMF), CN(C)C=O (DMF), CN(C)C=O (DMF). Conditions: time 30 minute. The product is Cl.NS(=O)(=O)C=1C=C2C(C(NC2=CC1)=O)C1=NC=NC2=CC(=C(C=C12)OC)OCCCN1CCOCC1 (4-(5-aminosulphonyloxindol-3-yl)-6-methoxy-7-(3-morpholinopropoxy)quinazoline hydrochloride). Isolated yield 25.6%. RXN SMILES: [NH2:1][S:2]([C:5]1[CH:6]=[C:7]2[C:11](=[CH:12][CH:13]=1)[NH:10][C:9](=[O:14])[CH2:8]2)(=[O:4])=[O:3].[H-].[Na+].[Cl:17][C:18]1[C:27]2[C:22](=[CH:23][C:24]([O:30][CH2:31][CH2:32][CH2:33][N:34]3[CH2:39][CH2:38][O:37][CH2:36][CH2:35]3)=[C:25]([O:28][CH3:29])[CH:26]=2)[N:21]=[CH:20][N:19]=1.CS(C)=O>CN(C=O)C>[ClH:17].[NH2:1][S:2]([C:5]1[CH:6]=[C:7]2[C:11](=[CH:12][CH:13]=1)[NH:10][C:9](=[O:14])[CH:8]2[C:18]1[C:27]2[C:22](=[CH:23][C:24]([O:30][CH2:31][CH2:32][CH2:33][N:34]3[CH2:35][CH2:36][O:37][CH2:38][CH2:39]3)=[C:25]([O:28][CH3:29])[CH:26]=2)[N:21]=[CH:20][N:19]=1)(=[O:4])=[O:3] |f:1.2,6.7|. Procedure details: A solution of 5-aminosulphonyloxindole (283 mg, 1.3 mmol), (prepared as described for the starting material in Example 60), in DMF (3.5 ml) was added dropwise to a suspension of sodium hydride (53 mg, 1.3 mmol, prewashed with hexane) in DMF (1.5 ml). The mixture was stirred for 30 minutes at ambient temperature and a solution of 4-chloro-6-methoxy-7-(3-morpholinopropoxy)quinazoline (150 mg, 0.44 mmol), (prepared as described for the starting material in Example 5), in DMF (4 ml) was added. The m... The reactants are COc1cccc(C(Oc2ccc3c(cnn3-c3ccc(F)cc3)c2)C(C)N)c1, O=C(O)c1cc2ccccc2s1. Yields the product COc1cccc(C(Oc2ccc3c(cnn3-c3ccc(F)cc3)c2)C(C)NC(=O)c2cc3ccccc3s2)c1. As a reaction SMILES: [F:1][c:2]1[cH:3][cH:4][c:5](-[n:8]2[n:9][cH:10][c:11]3[cH:12][c:13]([O:17][CH:18]([CH:19]([CH3:20])[NH2:21])[c:22]4[cH:23][c:24]([O:28][CH3:29])[cH:25][cH:26][cH:27]4)[cH:14][cH:15][c:16]23)[cH:6][cH:7]1.[s:30]1[c:31]2[c:32]([cH:33][c:34]1[C:35](=[O:36])[OH:37])[cH:38][cH:39][cH:40][cH:41]2>>[F:1][c:2]1[cH:3][cH:4][c:5](-[n:8]2[n:9][cH:10][c:11]3[cH:12][c:13]([O:17][CH:18]([CH:19]([CH3:20])[NH:21][C:35]([c:34]4[s:30][c:31]5[c:32]([cH:33]4)[cH:38][cH:39][cH:40][cH:41]5)=[O:36])[c:22]4[cH:23][c:24]([O:28][CH3:29])[cH:25][cH:26][cH:27]4)[cH:14][cH:15][c:16]23)[cH:6][cH:7]1. Starting materials: O=Cc1ccc([N+](=O)[O-])s1, N#CCS(=O)(=O)NCCCc1ccccc1. Product: N#CC(=Cc1ccc([N+](=O)[O-])s1)S(=O)(=O)NCCCc1ccccc1. Reaction SMILES: [N+:1](=[O:2])([O-:3])[c:4]1[s:5][c:6]([CH:9]=[O:10])[cH:7][cH:8]1.[c:11]1([CH2:17][CH2:18][CH2:19][NH:20][S:21](=[O:22])(=[O:23])[CH2:24][C:25]#[N:26])[cH:12][cH:13][cH:14][cH:15][cH:16]1>>[N+:1](=[O:2])([O-:3])[c:4]1[s:5][c:6]([CH:9]=[C:24]([S:21]([NH:20][CH2:19][CH2:18][CH2:17][c:11]2[cH:12][cH:13][cH:14][cH:15][cH:16]2)(=[O:22])=[O:23])[C:25]#[N:26])[cH:7][cH:8]1. Starting materials: C(C)OCC (diethyl ether), C1(=CC=CC2=CC=CC=C12)OCC(CN1CCC2(CNC(O2)=O)CC1)O (8-[3-(1-naphthyloxy)-2-hydroxypropyl]-1-oxa-3,8-diazaspiro[4.5]decan-2-one), Cl (hydrochloric acid). The solvent is CO (methanol), CO (methanol). Yields the product Cl.C1(=CC=CC2=CC=CC=C12)OCC(CN1CCC2(CNC(O2)=O)CC1)O (8-[3-(1-naphthyloxy)-2-hydroxypropyl]-1-oxa-3,8-diazaspiro[4.5]decan-2-one hydrochoride). As a reaction SMILES: [C:1]1([O:11][CH2:12][CH:13]([OH:26])[CH2:14][N:15]2[CH2:25][CH2:24][C:18]3([O:22][C:21](=[O:23])[NH:20][CH2:19]3)[CH2:17][CH2:16]2)[C:10]2[C:5](=[CH:6][CH:7]=[CH:8][CH:9]=2)[CH:4]=[CH:3][CH:2]=1.[ClH:27].C(OCC)C>CO>[ClH:27].[C:1]1([O:11][CH2:12][CH:13]([OH:26])[CH2:14][N:15]2[CH2:25][CH2:24][C:18]3([O:22][C:21](=[O:23])[NH:20][CH2:19]3)[CH2:17][CH2:16]2)[C:10]2[C:5](=[CH:6][CH:7]=[CH:8][CH:9]=2)[CH:4]=[CH:3][CH:2]=1 |f:4.5|. Procedure: To a solution of 1 g 8-[3-(1-naphthyloxy)-2-hydroxypropyl]-1-oxa-3,8-diazaspiro[4.5]decan-2-one in 5 ml methanol is added 10 ml 3% hydrochloric acid in methanol. Addition of 200 ml diethyl ether followed by filtration affords 8-[3-(1-naphthyloxy)-2-hydroxypropyl]-1-oxa-3,8-diazaspiro[4.5]decan-2-one hydrochoride, mp 137°-140°. The reactants are CC(C)C[AlH]CC(C)C (DIBAL-H), FC1=CC=C(C=C1)C=1SC=C(N1)C(=O)OC (methyl 2-(4-fluorophenyl)thiazole-4-carboxylate). Solvent: C1CCOC1 (THF). Reaction conditions: time 10 hour. Product: FC1=CC=C(C=C1)C=1SC=C(N1)CO ((2-(4-fluorophenyl)thiazol-4-yl)methanol). The yield is 49.3%. As a reaction SMILES: CC(C[AlH]CC(C)C)C.[F:10][C:11]1[CH:16]=[CH:15][C:14]([C:17]2[S:18][CH:19]=[C:20]([C:22](OC)=[O:23])[N:21]=2)=[CH:13][CH:12]=1>C1COCC1>[F:10][C:11]1[CH:12]=[CH:13][C:14]([C:17]2[S:18][CH:19]=[C:20]([CH2:22][OH:23])[N:21]=2)=[CH:15][CH:16]=1. Reported procedure: DIBAL-H (2.48 mL, 2.98 mmol, 1.2M in toluene) was added dropwise to a solution of methyl 2-(4-fluorophenyl)thiazole-4-carboxylate (300 mg, 1.26 mmol) in dry THF (6 mL) at −30° C. The reaction mixture was allowed to warm up to room temperature and stirred for 10 h. The reaction mixture was quenched carefully with saturated NH4Cl solution, filtered through Celite and diluted with EtOAc. The organic layer was separated, washed with brine, dried over anhydrous Na2SO4, and concentrated under reduced ...